From a dataset of the Open Reaction Database (ORD), a public repository of structured organic reaction records. describe an organic reaction: reactants, conditions, products, and yield The reactants are O (water), K-t-butoxide, [N+](#[C-])CC(=O)OCC (ethyl isocyanoacetate), C(C)OP(=O)(OCC)Cl (diethylchlorophosphate), CN1C(C(NC2=CC=CC=C12)=O)=O (1,2,3,4-tetrahydro-1-methyl-2,3-dioxo-quinoxaline), K-t-butoxide. Run in CN(C=O)C (DMF), CN(C=O)C (dimethyl formamide). Run at temperature -30 celsius, time 1 hour. Yields the product CN1C(C=2N(C3=CC=CC=C13)C=NC2C(=O)OCC)=O (Ethyl 4,5-dihydro-5-methyl-4-oxo-imidazo(1,5-a)quinoxaline-3-carboxylate). Reaction SMILES: C(OP(Cl)(OCC)=O)C.[CH3:10][N:11]1[C:20]2[C:15](=[CH:16][CH:17]=[CH:18][CH:19]=2)[NH:14][C:13](=O)[C:12]1=[O:22].[N+:23]([CH2:25][C:26]([O:28][CH2:29][CH3:30])=[O:27])#[C-:24].O>CN(C)C=O>[CH3:10][N:11]1[C:20]2[C:15](=[CH:16][CH:17]=[CH:18][CH:19]=2)[N:14]2[CH:24]=[N:23][C:25]([C:26]([O:28][CH2:29][CH3:30])=[O:27])=[C:13]2[C:12]1=[O:22]. Reported procedure: 6.2 ml of diethylchlorophosphate was added to a mixture of 5.3 g of 1,2,3,4-tetrahydro-1-methyl-2,3-dioxo-quinoxaline and of 4.5 g of K-t-butoxide in 50 ml dimethyl formamide (DMF) at room temperature. The resulting mixture was heated until it formed a solution and was then cooled to -30° C. A -30° C. cold mixture of 4.8 g of K-t-butoxide and 4.5 ml of ethyl isocyanoacetate in 20 ml of dry DMF was added to this solution. The resulting mixture was stirred for one hour at room temperature. Then 10... Reactants: CCN(CCO)c1ccc([N+](=O)[O-])cc1, ClC(Cl)Cl, O=S(Cl)Cl. Yields the product CCN(CCCl)c1ccc([N+](=O)[O-])cc1. Reaction SMILES: [CH2:1]([CH3:2])[N:3]([CH2:4][CH2:5][OH:6])[c:7]1[cH:8][cH:9][c:10]([N+:13](=[O:14])[O-:15])[cH:11][cH:12]1.[CH:20]([Cl:21])([Cl:22])[Cl:23].[S:16]([Cl:17])([Cl:18])=[O:19]>>[CH2:1]([CH3:2])[N:3]([CH2:4][CH2:5][Cl:18])[c:7]1[cH:8][cH:9][c:10]([N+:13](=[O:14])[O-:15])[cH:11][cH:12]1. The reactants are CCO, CCOC(=O)CC1(CCl)OCCO1, [K+], [OH-]. Yields the product O=C(O)CC1(CCl)OCCO1. As a reaction SMILES: [CH3:16][CH2:17][OH:18].[Cl:1][CH2:2][C:3]1([CH2:4][C:5](=[O:6])[O:7][CH2:8][CH3:9])[O:10][CH2:11][CH2:12][O:13]1.[K+:15].[OH-:14]>>[Cl:1][CH2:2][C:3]1([CH2:4][C:5](=[O:6])[OH:7])[O:10][CH2:11][CH2:12][O:13]1.